Dataset: the Open Reaction Database (ORD), a public repository of structured organic reaction records. Task: describe an organic reaction: reactants, conditions, products, and yield The reactants are CC1CN(CCN1)C1=NC=C(C#N)C=C1 (6-(3-methylpiperazin-1-yl)nicotinonitrile), C(#N)CCC(C(=O)O)(C)C (4-cyano-2,2-dimethylbutanoic acid). Product: C(#N)CCC(C(=O)N1C(CN(CC1)C1=NC=C(C#N)C=C1)C)(C)C (6-(4-(4-Cyano-2,2-dimethylbutanoyl)-3-methylpiperazin-1-yl)nicotinonitrile). Isolated yield 17.0%. RXN SMILES: [CH3:1][CH:2]1[NH:7][CH2:6][CH2:5][N:4]([C:8]2[CH:15]=[CH:14][C:11]([C:12]#[N:13])=[CH:10][N:9]=2)[CH2:3]1.[C:16]([CH2:18][CH2:19][C:20]([CH3:25])([CH3:24])[C:21](O)=[O:22])#[N:17]>>[C:16]([CH2:18][CH2:19][C:20]([CH3:25])([CH3:24])[C:21]([N:7]1[CH2:6][CH2:5][N:4]([C:8]2[CH:15]=[CH:14][C:11]([C:12]#[N:13])=[CH:10][N:9]=2)[CH2:3][CH:2]1[CH3:1])=[O:22])#[N:17]. Procedure: This compound was synthesized from 6-(3-methylpiperazin-1-yl)nicotinonitrile and 4-cyano-2,2-dimethylbutanoic acid as described for example 37 step 3 (400 mg, yield 17%) as yellow viscous liquid. 1H NMR (300 MHz, MeOD) δ 8.40-8.39 (dd, J=2.2 Hz, 0.7 Hz, 1H), 7.76-7.72 (dd, J=9.1 Hz, 2.3 Hz, 1H), 6.86-6.83 (d, J=9.0 Hz, 1H), 4.69-4.65 (m, 1H), 4.32-4.22 (m, 3H), 3.41-3.35 (m, 2H), 3.20-3.14 (m, 1H), 2.50-2.45 (m, 2H), 2.04-1.95 (m, 2H), 1.33 (s, 6H), 1.20-1.18 (m, 3H). MS (ESI) m/z: Calculated fo...